This data is from the Open Reaction Database (ORD), a public repository of structured organic reaction records. The task is: describe an organic reaction: reactants, conditions, products, and yield Starting materials: CCCCCCCCCCCCCCCCCCBr, O=C([O-])[O-], COC(=S)c1cc(C)cc(O)c1, CCCCCCCCCCCCCCCCCCOc1cc(SC)cc(C(=O)OC)c1, CC(=O)OI1(OC(C)=O)(OC(C)=O)OC(=O)c2ccccc21, CO, [K+], [K+], [Na+], [OH-]. Reaction SMILES: [Br:13][CH2:14][CH2:15][CH2:16][CH2:17][CH2:18][CH2:19][CH2:20][CH2:21][CH2:22][CH2:23][CH2:24][CH2:25][CH2:26][CH2:27][CH2:28][CH2:29][CH2:30][CH3:31].[C:32](=[O:33])([O-:34])[O-:35].[CH3:1][O:2][C:3](=[S:4])[c:5]1[cH:6][c:7]([CH3:8])[cH:9][c:10]([OH:11])[cH:12]1.[CH3:38][O:39][C:40]([c:41]1[cH:42][c:43]([S:66][CH3:67])[cH:44][c:45]([O:47][CH2:48][CH2:49][CH2:50][CH2:51][CH2:52][CH2:53][CH2:54][CH2:55][CH2:56][CH2:57][CH2:58][CH2:59][CH2:60][CH2:61][CH2:62][CH2:63][CH2:64][CH3:65])[cH:46]1)=[O:68].[CH3:71][C:72]([O:73][I:74]1([O:84][C:85]([CH3:86])=[O:87])([O:88][C:89]([CH3:90])=[O:91])[c:75]2[c:76]([cH:77][cH:78][cH:79][cH:80]2)[C:81](=[O:82])[O:83]1)=[O:92].[CH3:93][OH:94].[K+:36].[K+:37].[Na+:70].[OH-:69]>>[O:39]=[C:40]([c:41]1[cH:42][c:43]([S:66][CH3:67])[cH:44][c:45]([O:47][CH2:48][CH2:49][CH2:50][CH2:51][CH2:52][CH2:53][CH2:54][CH2:55][CH2:56][CH2:57][CH2:58][CH2:59][CH2:60][CH2:61][CH2:62][CH2:63][CH2:64][CH3:65])[cH:46]1)[OH:68]. The product is CCCCCCCCCCCCCCCCCCOc1cc(SC)cc(C(=O)O)c1. Starting materials: FC1=C(N)C=CC(=C1)C1=C(C=CC=C1)S(=O)(=O)N (2-fluoro-4-(2 -aminosulfonylphenyl)aniline), BrC1=C(N)C=CC(=C1)Br (2,4-dibromoaniline), FC1=C(N)C=CC(=C1)Br (2-fluoro-4-bromoaniline). Product: BrC1=C(N)C=CC(=C1)C1=C(C=CC=C1)S(=O)(=O)N (2-Bromo-4-(2-aminosulfonylphenyl)aniline). Reaction SMILES: F[C:2]1[CH:8]=[C:7]([C:9]2[CH:14]=[CH:13][CH:12]=[CH:11][C:10]=2[S:15]([NH2:18])(=[O:17])=[O:16])[CH:6]=[CH:5][C:3]=1[NH2:4].[Br:19]C1C=C(Br)C=CC=1N.FC1C=C(Br)C=CC=1N>>[Br:19][C:2]1[CH:8]=[C:7]([C:9]2[CH:14]=[CH:13][CH:12]=[CH:11][C:10]=2[S:15]([NH2:18])(=[O:17])=[O:16])[CH:6]=[CH:5][C:3]=1[NH2:4]. Procedure details: This compound was prepared by the method described for 2-fluoro-4-(2 -aminosulfonylphenyl)aniline described in EXAMPLE 8 by starting with 2,4-dibromoaniline rather than 2-fluoro-4-bromoaniline. The reactants are S1CCN(CC1)C1=CC=C(C=N1)C(C(=O)OCC)C(=O)OCC (diethyl 2-(6-thiomorpholinopyridin-3-yl)malonate), [OH-].[Na+] (NaOH), C(=O)([O-])[O-].[Na+].[Na+] (Na2CO3), Cl (HCl). The solvent is O1CCOCC1 (dioxane), O (water). Run at temperature 88 celsius. Yields the product S1CCN(CC1)C1=CC=C(C=N1)CC(=O)O (2-(6-thiomorpholinopyridin-3-yl)acetic acid). Reaction SMILES: [S:1]1[CH2:6][CH2:5][N:4]([C:7]2[N:12]=[CH:11][C:10]([CH:13](C(OCC)=O)[C:14]([O:16]CC)=[O:15])=[CH:9][CH:8]=2)[CH2:3][CH2:2]1.[OH-].[Na+].Cl.C([O-])([O-])=O.[Na+].[Na+]>O1CCOCC1.O>[S:1]1[CH2:6][CH2:5][N:4]([C:7]2[N:12]=[CH:11][C:10]([CH2:13][C:14]([OH:16])=[O:15])=[CH:9][CH:8]=2)[CH2:3][CH2:2]1 |f:1.2,4.5.6|. Procedure: 2-(6-Thiomorpholinopyridin-3-yl)malonate 219-3 (564 mg, 1.67 mmol) was stirred with NaOH (334 mg, 8.35 mmol) in dioxane (5 ml) and water (5 ml) for 4 hours. HCl solution was added to adjust the pH around 1 and the reaction mixture heated at 88° C. for 1 hour. Then Na2CO3 was used to adjust the pH to around 4 before the solvents were evaporated. The residue was extracted with ethyl acetate and the organic extraction dried over Na2SO4 and concentrated by rotary evaporation. Purification with rever... Solvent: ClC(Cl)Cl, C=1C=CC(=CC1)C. The reagents and catalysts are N(CC)(CC)CC, OC(C)(C)C(O)(C)C, O1B(OCC1)B2OCCO2, N=1C=CC(=CC1C=2N=CC=C(C2)C(C)(C)C)C(C)(C)C, C[OH2+].C[OH2+].C1CC=CCCC=C1.C1CC=CCCC=C1.[Ir].[Ir]. The reactants are OC=1C=CC=CC1C. Run at temperature 80 celsius, time 2.5 hour. Yield: 73.0%. Product: OC=1C(=CC=CC1C)B2OC(C)(C)C(O2)(C)C.